Dataset: the Open Reaction Database (ORD), a public repository of structured organic reaction records. Task: describe an organic reaction: reactants, conditions, products, and yield Reactants: C1(=CC=CC=C1)P(=O)(C1=CC=CC=C1)OC=1[C@@H]([C@@H]2N(C1C(=O)OCC1=CC=C(C=C1)[N+](=O)[O-])C([C@@H]2[C@@H](C)O)=O)C (p-nitrobenzyl (1R,5S,6S)-2-(diphenylphosphoryloxy)-6-[(R)-1-hydroxyethyl]-1-methylcarbapen-2-em-3-carboxylate), C(C)(C)N(CC)C(C)C (diisopropylethylamine), C(C)(=O)SC1CN(C1)C=1SC=C(N1)C(=O)N1CCCCC1 (3-acetylthio-1-(4-piperidinocarbonyl-1,3-thiazol-2-yl)azetidine), C(C)(=O)O.NN (hydrazine acetate), C(O)([O-])=O.[Na+] (sodium hydrogencarbonate). Solvent: C(C)#N (acetonitrile), CN(C=O)C (dimethylformamide), C(C)(=O)OCC (ethyl acetate). Reaction conditions: time 2 hour. Yields the product N1(CCCCC1)C(=O)C=1N=C(SC1)N1CC(C1)SC=1[C@@H]([C@H]2N(C1C(=O)OCC1=CC=C(C=C1)[N+](=O)[O-])C([C@@H]2[C@@H](C)O)=O)C (p-nitrobenzyl (1R,5S,6S)-2-[1-(4-piperidinocarbonyl-1,3-thiazol-2-yl)azetidin-3-yl]thio-6-[(R)-1-hydroxyethyl]-1-methylcarbapen-2-em-3-carboxylate). The yield is 87.0%. Reaction SMILES: C([S:4][CH:5]1[CH2:8][N:7]([C:9]2[S:10][CH:11]=[C:12]([C:14]([N:16]3[CH2:21][CH2:20][CH2:19][CH2:18][CH2:17]3)=[O:15])[N:13]=2)[CH2:6]1)(=O)C.C(O)(=O)C.NN.C1(P(O[C:43]2[C@H:44]([CH3:67])[C@H:45]3[C@@H:62]([C@H:63]([OH:65])[CH3:64])[C:61](=[O:66])[N:46]3[C:47]=2[C:48]([O:50][CH2:51][C:52]2[CH:57]=[CH:56][C:55]([N+:58]([O-:60])=[O:59])=[CH:54][CH:53]=2)=[O:49])(C2C=CC=CC=2)=O)C=CC=CC=1.C(N(C(C)C)CC)(C)C.C(=O)([O-])O.[Na+]>CN(C)C=O.C(#N)C.C(OCC)(=O)C>[N:16]1([C:14]([C:12]2[N:13]=[C:9]([N:7]3[CH2:8][CH:5]([S:4][C:43]4[C@H:44]([CH3:67])[C@@H:45]5[C@@H:62]([C@H:63]([OH:65])[CH3:64])[C:61](=[O:66])[N:46]5[C:47]=4[C:48]([O:50][CH2:51][C:52]4[CH:57]=[CH:56][C:55]([N+:58]([O-:60])=[O:59])=[CH:54][CH:53]=4)=[O:49])[CH2:6]3)[S:10][CH:11]=2)=[O:15])[CH2:17][CH2:18][CH2:19][CH2:20][CH2:21]1 |f:1.2,5.6|. Reported procedure: To a solution of 3-acetylthio-1-(4-piperidinocarbonyl-1,3-thiazol-2-yl)azetidine (276 mg, 0.85 mmol) (obtained as described in Reference Example 27) in dimethylformamide (20 ml) was added hydrazine acetate (94 mg, 1.02 mmol) at room temperature under an atmosphere of nitrogen and the mixture was stirred for 2 hours. After checking the completion of the reaction, a solution of p-nitrobenzyl (1R,5S,6S)-2-(diphenylphosphoryloxy)-6-[(R)-1-hydroxyethyl]-1-methylcarbapen-2-em-3-carboxylate (505 mg, 0.... The reactants are BrC=1C=C2C(CC(OC2=CC1)C1=NC=CC=C1)=O (6-bromo-2-pyridin-2-yl-chroman-4-one), ice water, C(=N[Si](C)(C)C)=N[Si](C)(C)C (N,N′-methanediylidenebis(1,1,1-trimethylsilanamine)). Reagents/catalysts: Cl[Ti](Cl)(Cl)Cl (TiCl4). Solvent: C(Cl)Cl (DCM). Run at time 1 hour. Product: BrC=1C=C2C(CC(OC2=CC1)C1=NC=CC=C1)=NC#N (6-bromo-2-pyridin-2-yl-chroman-4-ylidene-cyanamide). Isolated yield 91.4%. Reaction SMILES: [Br:1][C:2]1[CH:3]=[C:4]2[C:9](=[CH:10][CH:11]=1)[O:8][CH:7]([C:12]1[CH:17]=[CH:16][CH:15]=[CH:14][N:13]=1)[CH2:6][C:5]2=O.[C:19](=[N:25][Si](C)(C)C)=[N:20][Si](C)(C)C>C(Cl)Cl.Cl[Ti](Cl)(Cl)Cl>[Br:1][C:2]1[CH:3]=[C:4]2[C:9](=[CH:10][CH:11]=1)[O:8][CH:7]([C:12]1[CH:17]=[CH:16][CH:15]=[CH:14][N:13]=1)[CH2:6][C:5]2=[N:25][C:19]#[N:20]. Reported procedure: To a solution of 6-bromo-2-pyridin-2-yl-chroman-4-one (303 mg, 1 mmol) in DCM (10 mL) was added TiCl4 (4 mL, 1 M in CH2Cl2) dropwise within 15 minutes at room temperature. After stirring for 1 h, N,N′-methanediylidenebis(1,1,1-trimethylsilanamine) (0.5 mL, 2.2 mmol) was added dropwise. The mixture was stirred at room temperature overnight and poured into ice-water (50 g). The aqueous layer was extracted with CH2Cl2, which was combined with the organic layer. The organic layer was dried and conce...